From a dataset of the Open Reaction Database (ORD), a public repository of structured organic reaction records. describe an organic reaction: reactants, conditions, products, and yield Reactants: O=C[C@@H](O)[C@H](O)[C@H](O)CO (D-arabinose), OCC(=O)[C@@H](O)[C@@H](O)[C@H](O)CO (D-tagatose), O=C[C@@H](O)[C@H](O)[C@H](O)[C@@H](O)C (L-fucose), OCC(=O)[C@H](O)[C@H](O)[C@@H](O)C (6-deoxy L-tagatose). Yields the product OCC(=O)[C@@H](O)[C@H](O)[C@@H](O)C (6-deoxy L-sorbose). RXN SMILES: O=C[C@H]([C@@H]([C@@H](CO)O)O)O.[O:11]=[CH:12][C@H:13]([C@@H:15]([C@@H:17]([C@H:19]([CH3:21])[OH:20])[OH:18])[OH:16])[OH:14].OCC([C@@H]([C@@H]([C@H](C)O)O)O)=O.OCC([C@H]([C@H]([C@@H](CO)O)O)O)=O>>[OH:11][CH2:12][C:13]([C@H:15]([C@@H:17]([C@H:19]([CH3:21])[OH:20])[OH:18])[OH:16])=[O:14]. Procedure: With D-arabinose isomerase, L-fucose (6-deoxy L-galactose) was isomerized to 6-deoxy L-tagatose, which was further epimerized with D-tagatose 3-epimerase, to produce 6-deoxy L-sorbose. Starting materials: [BH4-], COc1ccc2c(c1OC)C1(CC=CC1)N1CCc3cc4c(cc3C1C2)OCO4, CO, [Na+]. Yields the product COc1ccc2c(c1OC)C1(CCCC1)N1CCc3cc4c(cc3C1C2)OCO4. RXN SMILES: [BH4-:30].[CH3:1][O:2][c:3]1[c:4]([O:28][CH3:29])[cH:5][cH:6][c:7]2[c:27]1[C:22]1([N:10]3[CH:9]([CH2:8]2)[c:18]2[c:13]([cH:14][c:15]4[c:16]([cH:17]2)[O:19][CH2:20][O:21]4)[CH2:12][CH2:11]3)[CH2:23][CH:24]=[CH:25][CH2:26]1.[CH3:32][OH:33].[Na+:31]>>[CH3:1][O:2][c:3]1[c:4]([O:28][CH3:29])[cH:5][cH:6][c:7]2[c:27]1[C:22]1([N:10]3[CH:9]([CH2:8]2)[c:18]2[c:13]([cH:14][c:15]4[c:16]([cH:17]2)[O:19][CH2:20][O:21]4)[CH2:12][CH2:11]3)[CH2:23][CH2:24][CH2:25][CH2:26]1. Reactants: ClC(Cl)Cl, [Na+], [OH-], O, CCOC(=O)c1cc2c(nc1C)C(O)CCCC2, O=S(Cl)Cl. Product: CCOC(=O)c1cc2c(nc1C)C(Cl)CCCC2. Reaction SMILES: [CH:26]([Cl:27])([Cl:28])[Cl:29].[Na+:25].[OH-:24].[OH2:23].[OH:1][CH:2]1[CH2:3][CH2:4][CH2:5][CH2:6][c:7]2[c:8]1[n:9][c:10]([CH3:18])[c:11]([C:13](=[O:14])[O:15][CH2:16][CH3:17])[cH:12]2.[S:19]([Cl:20])([Cl:21])=[O:22]>>[CH:2]1([Cl:21])[CH2:3][CH2:4][CH2:5][CH2:6][c:7]2[c:8]1[n:9][c:10]([CH3:18])[c:11]([C:13](=[O:14])[O:15][CH2:16][CH3:17])[cH:12]2. Reactants: C(C)(=O)OCC=1C=C(OC1)C(=O)C=1N(C2=CC(=CC=C2C1N)Cl)C(=O)OCC (2-(4-acetoxymethyl-2-furoyl)-3-amino-6-chloro-1-(ethoxycarbonyl)indole), C(CC)(=O)Cl (propionyl chloride). The product is C(C)(=O)OCC=1C=C(OC1)C(=O)C=1N(C2=CC(=CC=C2C1NC(CC)=O)Cl)C(=O)OCC (2-(4-Acetoxymethyl-2-furoyl)-6-chloro-1-ethoxycarbonyl-3-(propionylamino)indole). RXN SMILES: [C:1]([O:4][CH2:5][C:6]1[CH:7]=[C:8]([C:11]([C:13]2[N:14]([C:24]([O:26][CH2:27][CH3:28])=[O:25])[C:15]3[C:20]([C:21]=2[NH2:22])=[CH:19][CH:18]=[C:17]([Cl:23])[CH:16]=3)=[O:12])[O:9][CH:10]=1)(=[O:3])[CH3:2].[C:29](Cl)(=[O:32])[CH2:30][CH3:31]>>[C:1]([O:4][CH2:5][C:6]1[CH:7]=[C:8]([C:11]([C:13]2[N:14]([C:24]([O:26][CH2:27][CH3:28])=[O:25])[C:15]3[C:20]([C:21]=2[NH:22][C:29](=[O:32])[CH2:30][CH3:31])=[CH:19][CH:18]=[C:17]([Cl:23])[CH:16]=3)=[O:12])[O:9][CH:10]=1)(=[O:3])[CH3:2]. Reported procedure: The title compound was prepared according to the procedure described in step 1 of Example 2 (Method A) employing 2-(4-acetoxymethyl-2-furoyl)-3-amino-6-chloro-1-(ethoxycarbonyl)indole (Exampe 373, step 2) and propionyl chloride. Starting materials: cupric sulfate, C(C1=CC=CC=C1)(=O)C1=C(C(=O)O)C=CC(=C1)Cl (2-benzoyl-4-chlorobenzoic acid). Reagents/catalysts: [Zn] (zinc). Solvent: [OH-].[NH4+] (ammonium hydroxide), [OH-].[NH4+] (ammonium hydroxide). The product is C(C1=CC=CC=C1)C1=C(C(=O)O)C=CC(=C1)Cl (2-Benzyl-4-chlorobenzoic Acid). RXN SMILES: [C:1]([C:9]1[CH:17]=[C:16]([Cl:18])[CH:15]=[CH:14][C:10]=1[C:11]([OH:13])=[O:12])(=O)[C:2]1[CH:7]=[CH:6][CH:5]=[CH:4][CH:3]=1>[OH-].[NH4+].[Zn]>[CH2:1]([C:9]1[CH:17]=[C:16]([Cl:18])[CH:15]=[CH:14][C:10]=1[C:11]([OH:13])=[O:12])[C:2]1[CH:3]=[CH:4][CH:5]=[CH:6][CH:7]=1 |f:1.2|. Reported procedure: To a solution of 5.0 g of cupric sulfate in 3 liters of concentrated ammonium hydroxide was added 300 g (4.6 mole) of activated zinc dust and 100 g (0.42 mole) of 2-benzoyl-4-chlorobenzoic acid. The mixture was refluxed for 3 days, during which the volume was maintained by the addition of concentrated ammonium hydroxide. The mixture was cooled, and the excess zinc was removed by filtration. The filtrate was acidified by the addition of concentrated hydrochloric acid to a pH of 3. The resulting p... The reactants are O=C([O-])[O-], CO, CCOC(C)=O, CON(Cc1ccc(Cl)c(Cl)c1)C(=O)C=C1OC(C)(C)OC1=O, [K+], [K+]. Product: COC(=O)C(O)=CC(=O)N(Cc1ccc(Cl)c(Cl)c1)OC. As a reaction SMILES: [C:24](=[O:25])([O-:26])[O-:27].[CH3:30][OH:31].[CH3:32][CH2:33][O:34][C:35]([CH3:36])=[O:37].[Cl:1][c:2]1[cH:3][c:4]([CH2:5][N:6]([C:7]([CH:8]=[C:9]2[O:10][C:11]([CH3:15])([CH3:16])[O:12][C:13]2=[O:14])=[O:17])[O:18][CH3:19])[cH:20][cH:21][c:22]1[Cl:23].[K+:28].[K+:29]>>[Cl:1][c:2]1[cH:3][c:4]([CH2:5][N:6]([C:7]([CH:8]=[C:9]([OH:10])[C:13]([O:12][CH3:11])=[O:14])=[O:17])[O:18][CH3:19])[cH:20][cH:21][c:22]1[Cl:23]. Reactants: ClC1=CC=C(S1)C(=O)Cl (5-chlorothiophene-2-carbonyl chloride), [OH-].[Na+] (NaOH), N1(C=NC=C1)CCCCCN (1H-imidazole-1-pentanamine), [OH-].[Na+] (NaOH). The solvent is C(Cl)Cl (CH2Cl2), C(Cl)Cl (CH2Cl2), C(Cl)Cl (CH2Cl2). Reaction conditions: time 20 hour. Product: ClC1=CC=C(S1)C(=O)NCCCCCN1C=NC=C1 (5-Chloro-N-[5-(1H-imidazol-1-yl)pentyl]-2-thiophene carboxamide). As a reaction SMILES: [Cl:1][C:2]1[S:6][C:5]([C:7](Cl)=[O:8])=[CH:4][CH:3]=1.[N:10]1([CH2:15][CH2:16][CH2:17][CH2:18][CH2:19][NH2:20])[CH:14]=[CH:13][N:12]=[CH:11]1.[OH-].[Na+]>C(Cl)Cl>[Cl:1][C:2]1[S:6][C:5]([C:7]([NH:20][CH2:19][CH2:18][CH2:17][CH2:16][CH2:15][N:10]2[CH:14]=[CH:13][N:12]=[CH:11]2)=[O:8])=[CH:4][CH:3]=1 |f:2.3|. Procedure details: A solution of 1.8 g. of 5-chlorothiophene-2-carbonyl chloride in 10 ml. of CH2Cl2 was added to a mixture of 1.52 g. of 1H-imidazole-1-pentanamine, 10 ml. of 1N NaOH and 50 ml. of CH2Cl2. The reaction mixture was stirred for 20 hours and then treated with 25 ml. of CH2Cl2 and 5 ml. of 1N NaOH. The layers were separated and the organic layer was washed with water, dried over MgSO4 and concentrated. The crystalline residue was washed with diethyl ether whereby the desired product, m.p. 123°-125° C.... Product: C#CCNc1c(N)c(Cl)nc2ccccc12. Starting materials: CCO, CC#N, C#CCNc1c([N+](=O)[O-])c(Cl)nc2ccccc12, [Na+], [Na+], O=S(=O)([O-])S(=O)(=O)[O-]. Reaction SMILES: [CH3:29][CH2:30][OH:31].[CH3:32][C:33]#[N:34].[Cl:11][c:12]1[n:13][c:14]2[cH:15][cH:16][cH:17][cH:18][c:19]2[c:20]([NH:25][CH2:26][C:27]#[CH:28])[c:21]1[N+:22]([O-:23])=[O:24].[Na+:10].[Na+:9].[S:1]([S:2]([O-:3])(=[O:4])=[O:5])([O-:6])(=[O:7])=[O:8]>>[Cl:11][c:12]1[n:13][c:14]2[cH:15][cH:16][cH:17][cH:18][c:19]2[c:20]([NH:25][CH2:26][C:27]#[CH:28])[c:21]1[NH2:22].